describe an organic reaction: reactants, conditions, products, and yield From a dataset of the Open Reaction Database (ORD), a public repository of structured organic reaction records. Reactants: c1ccc2c(c1)CCNC2, COCCOC, CS(=O)c1nc(N)nc(-c2ccco2)c1C#N. The product is N#Cc1c(-c2ccco2)nc(N)nc1N1CCc2ccccc2C1. RXN SMILES: [CH2:18]1[NH:19][CH2:20][CH2:21][c:22]2[cH:23][cH:24][cH:25][cH:26][c:27]21.[CH3:28][O:29][CH2:30][CH2:31][O:32][CH3:33].[NH2:1][c:2]1[n:3][c:4]([S:15]([CH3:16])=[O:17])[c:5]([C:13]#[N:14])[c:6](-[c:8]2[o:9][cH:10][cH:11][cH:12]2)[n:7]1>>[NH2:1][c:2]1[n:3][c:4]([N:19]2[CH2:18][c:27]3[c:22]([cH:23][cH:24][cH:25][cH:26]3)[CH2:21][CH2:20]2)[c:5]([C:13]#[N:14])[c:6](-[c:8]2[o:9][cH:10][cH:11][cH:12]2)[n:7]1. Reactants: NN1C(CCCC1)=O (1-aminopiperidin-2-one), CCN=C=NCCCN(C)C (EDCI), C(C1=CC=CC=C1)ON1[C@@H]2CC[C@H](N(C1=O)C2)C(=O)O ((2S,5R)-6-(benzyloxy)-7-oxo-1,6-diazabicyclo[3.2.1]octane-2-carboxylic acid), C=1C=CC2=C(C1)N=NN2O (HOBt). Reagents/catalysts: CN(C)C=1C=CN=CC1 (DMAP). Run in C(Cl)Cl (DCM). Run at time 48 hour. The product is C(C1=CC=CC=C1)ON1[C@@H]2CC[C@H](N(C1=O)C2)C(=O)NN2C(CCCC2)=O ((2S,5R)-6-(benzyloxy)-7-oxo-N-(2-oxopiperidin-1-yl)-1,6-diazabicyclo[3.2.1]octane-2-carboxamide). The yield is 54.7%. Reaction SMILES: [CH2:1]([O:8][N:9]1[C:15](=[O:16])[N:14]2[CH2:17][C@H:10]1[CH2:11][CH2:12][C@H:13]2[C:18]([OH:20])=O)[C:2]1[CH:7]=[CH:6][CH:5]=[CH:4][CH:3]=1.[NH2:21][N:22]1[CH2:27][CH2:26][CH2:25][CH2:24][C:23]1=[O:28].C1C=CC2N(O)N=NC=2C=1.CCN=C=NCCCN(C)C>C(Cl)Cl.CN(C1C=CN=CC=1)C>[CH2:1]([O:8][N:9]1[C:15](=[O:16])[N:14]2[CH2:17][C@H:10]1[CH2:11][CH2:12][C@H:13]2[C:18]([NH:21][N:22]1[CH2:27][CH2:26][CH2:25][CH2:24][C:23]1=[O:28])=[O:20])[C:2]1[CH:3]=[CH:4][CH:5]=[CH:6][CH:7]=1. Reported procedure: To a mixture of (2S,5R)-6-(benzyloxy)-7-oxo-1,6-diazabicyclo[3.2.1]octane-2-carboxylic acid 1 (0.250 g, 0.905 mmol) in DCM (15.0 mL) were added 1-aminopiperidin-2-one 256 (31 mg, 0.27 mmol),), HOBt (38 mg, 0.27 mmol), DMAP (32 mg, 0.27 mmol) and EDCI (53 mg, 0.27 mmol). The mixture was stirred at room temperature for 48 h and purified by column to afford 257 as foam (55 mg, 82%). Starting materials: O=S(=O)(Cl)c1cccc(Cl)c1Cl, COc1nc(-c2ccc(F)cc2F)cnc1N. The product is COc1nc(-c2ccc(F)cc2F)cnc1NS(=O)(=O)c1cccc(Cl)c1Cl. RXN SMILES: [Cl:18][c:19]1[c:20]([S:26](=[O:27])(=[O:28])[Cl:29])[cH:21][cH:22][cH:23][c:24]1[Cl:25].[F:1][c:2]1[c:3](-[c:9]2[n:10][c:11]([O:16][CH3:17])[c:12]([NH2:15])[n:13][cH:14]2)[cH:4][cH:5][c:6]([F:8])[cH:7]1>>[F:1][c:2]1[c:3](-[c:9]2[n:10][c:11]([O:16][CH3:17])[c:12]([NH:15][S:26]([c:20]3[c:19]([Cl:18])[c:24]([Cl:25])[cH:23][cH:22][cH:21]3)(=[O:27])=[O:28])[n:13][cH:14]2)[cH:4][cH:5][c:6]([F:8])[cH:7]1. Reactants: Clc1cccc(-c2onc3ccc(Br)cc23)c1, C1CCOC1, [Li]CCCC, CON(C)C(=O)c1ccc(I)cc1, O. Yields the product O=C(c1ccc(I)cc1)c1ccc2noc(-c3cccc(Cl)c3)c2c1. Reaction SMILES: [Br:6][c:7]1[cH:8][cH:9][c:10]2[c:11]([c:12](-[c:15]3[cH:16][c:17]([Cl:21])[cH:18][cH:19][cH:20]3)[o:13][n:14]2)[cH:22]1.[CH2:37]1[O:38][CH2:39][CH2:40][CH2:41]1.[CH3:1][CH2:2][CH2:3][CH2:4][Li:5].[I:23][c:24]1[cH:25][cH:26][c:27]([C:28](=[O:29])[N:30]([O:31][CH3:32])[CH3:33])[cH:34][cH:35]1.[OH2:36]>>[c:7]1([C:28]([c:27]2[cH:26][cH:25][c:24]([I:23])[cH:35][cH:34]2)=[O:29])[cH:8][cH:9][c:10]2[c:11]([c:12](-[c:15]3[cH:16][c:17]([Cl:21])[cH:18][cH:19][cH:20]3)[o:13][n:14]2)[cH:22]1.